The task is: describe an organic reaction: reactants, conditions, products, and yield. This data is from the Open Reaction Database (ORD), a public repository of structured organic reaction records. Starting materials: C1(=CC=CC=C1)C#C (phenylacetylene), ClC1=C(C=CC=C1)Cl (o-dichlorobenzene), [N+](=O)([O-])C1=CC=C(C=C1)C=1C(C(=C(C1C1=CC=CC=C1)C1=CC=CC=C1)C1=CC=C(C=C1)[N+](=O)[O-])=O (2,5-bis(4-nitrophenyl)-3,4-diphenylcyclopentadienone), ( II ). Solvent: CCCCCC (hexane). Reaction conditions: temperature 180 celsius, time 2 hour. Product: [N+](=O)([O-])C1=CC=C(C=C1)C1=C(C(=C(C(=C1)C1=CC=CC=C1)C1=CC=C(C=C1)[N+](=O)[O-])C1=CC=CC=C1)C1=CC=CC=C1 (1,4-bis(4-nitrophenyl)-2,3,5-triphenylbenzene). As a reaction SMILES: [C:1]1([C:7]#[CH:8])[CH:6]=[CH:5][CH:4]=[CH:3][CH:2]=1.[N+:9]([C:12]1[CH:17]=[CH:16][C:15]([C:18]2[C:19](=O)[C:20](C3C=CC([N+]([O-])=O)=CC=3)=C(C3C=CC=CC=3)[C:22]=2[C:23]2[CH:28]=[CH:27][CH:26]=[CH:25][CH:24]=2)=[CH:14][CH:13]=1)([O-:11])=[O:10].Cl[C:46]1[CH:51]=[CH:50][CH:49]=[CH:48][C:47]=1Cl>CCCCCC>[N+:9]([C:4]1[CH:5]=[CH:6][C:1]([C:7]2[CH:20]=[C:19]([C:46]3[CH:51]=[CH:50][CH:49]=[CH:48][CH:47]=3)[C:18]([C:15]3[CH:16]=[CH:17][C:12]([N+:9]([O-:11])=[O:10])=[CH:13][CH:14]=3)=[C:22]([C:23]3[CH:28]=[CH:27][CH:26]=[CH:25][CH:24]=3)[C:8]=2[C:12]2[CH:17]=[CH:16][CH:15]=[CH:14][CH:13]=2)=[CH:2][CH:3]=1)([O-:11])=[O:10]. Procedure: 1,4-bis(4-nitrophenyl)-2,3,5-triphenylbenzene was prepared according to the procedure described in L. F., "Organic Experiments", 2nd Ed., 297 (1968). 19.3 grams (0.189 moles) of phenylacetylene, 20.0 grams (0.0362 moles) of 2,5-bis(4-nitrophenyl)-3,4-diphenylcyclopentadienone, a compound of formula (II) where Ar1 and Ar2 are phenyl, and 130 mL of o-dichlorobenzene were stirred at 180° C. for 2 hours. The reaction mixture was cooled, poured into 500 mL of hexane and filtered. The reaction yielded... Starting materials: C(CO)O (ethylene glycol), [Na] (sodium), BrCCCBr (1,3-dibromopropane). The product is C(COCCCOCCO)O (3,7-dioxanonane-1,9-diol). The yield is 17.9%. RXN SMILES: [CH2:1]([OH:4])[CH2:2][OH:3].[Na].Br[CH2:7][CH2:8][CH2:9]Br>>[CH2:1]([OH:4])[CH2:2][O:3][CH2:7][CH2:8][CH2:9][O:3][CH2:2][CH2:1][OH:4] |^1:4|. Procedure: To 280 ml (5.0 mol) of ethylene glycol is added 17.25 g (0.75 mol) of sodium metal in small pieces, in order to control the exothermic reaction. The reaction mixture is cooled to room temperature and 80.89 g (0.393 mol) of 1,3-dibromopropane (available from Aldrich Chem. Co., catalog no. 12,590-3) is added dropwise. The reaction is heated to 100° C. for 6 hours. Excess ethylene glycol then is removed by simple distillation under aspirator pressure and 3,7-dioxanonane-1,9-diol is obtained in 17.9... The reactants are Cl.NC(=N)N (guanidine hydrochloride), CN(C=CC(=O)C1=C(C=C2C(C(=CN(C2=C1F)CC)C(=O)OCC)=O)F)C (ethyl 7-(2'-dimethylaminoethenyl)carbonyl-1-ethyl-6,8-difluoro-1,4-dihydro-4-oxo-3-quinolinecarboxylate). Product: NC1=NC=CC(=N1)C1=C(C=C2C(C(=CN(C2=C1F)CC)C(=O)O)=O)F (7-(2-amino-4-pyrimidinyl)-1-ethyl-6,8-difluoro-1,4-dihydro-4-oxo-3-quinolinecarboxylic acid), ( 42a ). RXN SMILES: Cl.[NH2:2][C:3]([NH2:5])=[NH:4].CN(C)[CH:8]=[CH:9][C:10]([C:12]1[C:21]([F:22])=[C:20]2[C:15]([C:16](=[O:30])[C:17]([C:25]([O:27]CC)=[O:26])=[CH:18][N:19]2[CH2:23][CH3:24])=[CH:14][C:13]=1[F:31])=O>>[NH2:4][C:3]1[N:5]=[C:10]([C:12]2[C:21]([F:22])=[C:20]3[C:15]([C:16](=[O:30])[C:17]([C:25]([OH:27])=[O:26])=[CH:18][N:19]3[CH2:23][CH3:24])=[CH:14][C:13]=2[F:31])[CH:9]=[CH:8][N:2]=1 |f:0.1|. Procedure: In a similar fashion the 7-(2-amino-4-pyrimidinyl)-1-ethyl-6,8-difluoro-1,4-dihydro-4-oxo-3-quinolinecarboxylic acid, mp 285°-286° C. (42a) was prepared using guanidine hydrochloride and ethyl 7-(2'-dimethylaminoethenyl)carbonyl-1-ethyl-6,8-difluoro-1,4-dihydro-4-oxo-3-quinolinecarboxylate. The reactants are C(C)SC1=NC(=CC=C1N)C=1C(=NN(C1)C)C1=C(C=CC=C1)F (2-(ethylthio)-6-(3-(2-fluorophenyl)-1-methyl-1H-pyrazol-4-yl)pyridine-3-amine), C1=CC(=CC(=C1)Cl)C(=O)OO (MCPBA), S(=S)(=O)([O-])[O-].[Na+].[Na+] (sodium thiosulfate), C(=O)(O)[O-].[Na+] (NaHCO3). Solvent: CCOC(=O)C (EtOAc), C1CCOC1 (THF), C(Cl)Cl (CH2Cl2). Reaction conditions: time 10 minute. Product: C(C)S(=O)(=O)C1=NC(=CC=C1N)C=1C(=NN(C1)C)C1=C(C=CC=C1)F (2-(ethylsulfonyl)-6-(3-(2-fluorophenyl)-1-methyl-1H-pyrazol-4-yl)pyridine-3amine). The yield is 85.0%. RXN SMILES: C(S[C:4]1[C:9]([NH2:10])=[CH:8][CH:7]=[C:6]([C:11]2[C:12]([C:17]3[CH:22]=[CH:21][CH:20]=[CH:19][C:18]=3[F:23])=[N:13][N:14]([CH3:16])[CH:15]=2)[N:5]=1)C.[CH:24]1C=C(Cl)C=C(C(OO)=O)[CH:25]=1.[S:35]([O-:39])([O-])(=[O:37])=S.[Na+].[Na+].C([O-])(O)=O.[Na+]>C1COCC1.CCOC(C)=O.C(Cl)Cl>[CH2:24]([S:35]([C:4]1[C:9]([NH2:10])=[CH:8][CH:7]=[C:6]([C:11]2[C:12]([C:17]3[CH:22]=[CH:21][CH:20]=[CH:19][C:18]=3[F:23])=[N:13][N:14]([CH3:16])[CH:15]=2)[N:5]=1)(=[O:39])=[O:37])[CH3:25] |f:2.3.4,5.6|. Procedure: To a solution of 2-(ethylthio)-6-(3-(2-fluorophenyl)-1-methyl-1H-pyrazol-4-yl)pyridine-3-amine(1.00 g, 3.04 mmol, 1.0 eq.) in THF (100 mL) under nitrogen at 0° C. was added MCPBA (77%, 1.60 g, 9.27 mmol, 3.05 eq.). After 3 h 15 min, 5% aqueous sodium thiosulfate and saturated aqueous NaHCO3 were added, and the solution was stirred for 10 min. CH2Cl2 was then added, and the layers were separated. The aqueous layer was extracted with CH2Cl2 (2×), and the organic layers were combined, dried over Na... The reactants are FC(C(=O)O)(F)F (trifluoroacetic acid), FC1=CC2=C(N(C(C(C(N2C=2C=NC=CC2)=O)CC2=NN(C3=CC=CC=C23)C(=O)OC(C)(C)C)=O)CC(=O)N(C2=CC=C(C=C2)OC)C(C)C)C=C1 (2-[7-fluoro-3-(1-tertbutoxycarbonyl-indazol-3-ylmethyl)-2,4-dioxo-5-pyridin-3-yl-2,3,4,5-tetrahydro-benzo[b][1,4]diazepin-1-yl]-N-isopropyl-N-(4-methoxy-phenyl)-acetamide), Intermediate 66. Conditions: time 20 minute. Yields the product FC1=CC2=C(N(C(C(C(N2C=2C=NC=CC2)=O)CC2=NNC3=CC=CC=C23)=O)CC(=O)N(C2=CC=C(C=C2)OC)C(C)C)C=C1 (2-[7-Fluoro-3-(1H-indazol-3-ylmethyl)-2,4-dioxo-5-pyridin-3-yl-2,3,4,5-tetrahydro-benzo[b][1,4]diazepin-1-yl]-N-isopropyl-N-(4-methoxy-phenyl)-acetamide). Isolated yield 91.5%. As a reaction SMILES: FC(F)(F)C(O)=O.[F:8][C:9]1[CH:59]=[CH:58][C:12]2[N:13]([CH2:43][C:44]([N:46]([CH:55]([CH3:57])[CH3:56])[C:47]3[CH:52]=[CH:51][C:50]([O:53][CH3:54])=[CH:49][CH:48]=3)=[O:45])[C:14](=[O:42])[CH:15]([CH2:25][C:26]3[C:34]4[C:29](=[CH:30][CH:31]=[CH:32][CH:33]=4)[N:28](C(OC(C)(C)C)=O)[N:27]=3)[C:16](=[O:24])[N:17]([C:18]3[CH:19]=[N:20][CH:21]=[CH:22][CH:23]=3)[C:11]=2[CH:10]=1>>[F:8][C:9]1[CH:59]=[CH:58][C:12]2[N:13]([CH2:43][C:44]([N:46]([CH:55]([CH3:57])[CH3:56])[C:47]3[CH:48]=[CH:49][C:50]([O:53][CH3:54])=[CH:51][CH:52]=3)=[O:45])[C:14](=[O:42])[CH:15]([CH2:25][C:26]3[C:34]4[C:29](=[CH:30][CH:31]=[CH:32][CH:33]=4)[NH:28][N:27]=3)[C:16](=[O:24])[N:17]([C:18]3[CH:19]=[N:20][CH:21]=[CH:22][CH:23]=3)[C:11]=2[CH:10]=1. Procedure details: To a solution of 5 mL of trifluoroacetic acid under nitrogen is add 364 mg of 2-[7-fluoro-3-(1-tertbutoxycarbonyl-indazol-3-ylmethyl)-2,4-dioxo-5-pyridin-3-yl-2,3,4,5-tetrahydro-benzo[b][1,4]diazepin-1-yl]-N-isopropyl-N-(4-methoxy-phenyl)-acetamide, prepared as in Intermediate 66. After stirring at ambient temperature for 20 min, the reaction mixture is evaporated in vacuo and the residue is partitioned between ethyl acetate and saturated aqueous sodium bicarbonate. The layers were separated and... Starting materials: C1(=CC=CC=C1)C1(CC1)C1=CC=C2C(=N1)SC(=N2)C(=O)O (5-(1-phenylcyclopropyl)thiazolo[5,4-b]pyridine-2-carboxylic acid). The solvent is C1CCOC1 (THF). The product is C1(=CC=CC=C1)C1(CC1)C1=CC=C2C(=N1)SC=N2 (5-(1-phenylcyclopropyl)thiazolo[5,4-b]pyridine). Reaction SMILES: [C:1]1([C:7]2([C:10]3[N:15]=[C:14]4[S:16][C:17](C(O)=O)=[N:18][C:13]4=[CH:12][CH:11]=3)[CH2:9][CH2:8]2)[CH:6]=[CH:5][CH:4]=[CH:3][CH:2]=1>C1COCC1>[C:1]1([C:7]2([C:10]3[N:15]=[C:14]4[S:16][CH:17]=[N:18][C:13]4=[CH:12][CH:11]=3)[CH2:8][CH2:9]2)[CH:6]=[CH:5][CH:4]=[CH:3][CH:2]=1. Procedure details: A solution of 5-(1-phenylcyclopropyl)thiazolo[5,4-b]pyridine-2-carboxylic acid (1.16 g, 3.91 mmol) in THF (78.0 mL) was stirred at 60° C. for 30 min. The reaction solution was then concentrated in vacuo, and the residue was chromatographically purified (silica gel, 0-45% EtOAc/Hexanes) to furnish 5-(1-phenylcyclopropyl)thiazolo[5,4-b]pyridine as a light-yellow solid. MS (ESI) m/z: Calculated: 252.1; Observed: 253.0 (M++1). Starting materials: CN(C(C=1C=C(C(=O)OC)C=C(C1)[N+](=O)[O-])=O)C(CO)(CO)CO (Methyl N-methyl-5-nitro-N-[tris(hydroxymethyl)methyl]isophthalamate), [OH-].[Na+] (sodium hydroxide). The solvent is CO (methanol). The product is CN(C(C=1C=C(C(=O)O)C=C(C1)[N+](=O)[O-])=O)C(CO)(CO)CO (N-methyl-5-nitro-N-[tris (hydroxymethyl)methyl]isophthalamic acid). As a reaction SMILES: [CH3:1][N:2]([C:18]([CH2:23][OH:24])([CH2:21][OH:22])[CH2:19][OH:20])[C:3](=[O:17])[C:4]1[CH:5]=[C:6]([CH:11]=[C:12]([N+:14]([O-:16])=[O:15])[CH:13]=1)[C:7]([O:9]C)=[O:8].[OH-].[Na+]>CO>[CH3:1][N:2]([C:18]([CH2:23][OH:24])([CH2:19][OH:20])[CH2:21][OH:22])[C:3](=[O:17])[C:4]1[CH:5]=[C:6]([CH:11]=[C:12]([N+:14]([O-:16])=[O:15])[CH:13]=1)[C:7]([OH:9])=[O:8] |f:1.2|. Procedure details: Methyl N-methyl-5-nitro-N-[tris(hydroxymethyl)methyl]isophthalamate is stirred with one equivalent of sodium hydroxide in aqueous methanol. The reaction mixture is concentrated to remove the methanol, diluted with water and acidified with mineral acid to provide crystalline N-methyl-5-nitro-N-[tris (hydroxymethyl)methyl]isophthalamic acid.